This data is from the Open Reaction Database (ORD), a public repository of structured organic reaction records. The task is: describe an organic reaction: reactants, conditions, products, and yield Reactants: C1CCOC1, Cc1ccccc1, COC(=O)C(N)C(C)(C)C, CCOC(C)=O, C=CCCCNC(C)C, O=C(Cl)Cl, Cl, [Na+], O=C([O-])O. Yields the product C=CCCCN(C(=O)NC(C(=O)OC)C(C)(C)C)C(C)C. Reaction SMILES: [CH2:37]1[O:38][CH2:39][CH2:40][CH2:41]1.[CH3:21][c:22]1[cH:23][cH:24][cH:25][cH:26][cH:27]1.[CH3:2][O:3][C:4]([CH:5]([NH2:6])[C:7]([CH3:8])([CH3:9])[CH3:10])=[O:11].[CH3:42][CH2:43][O:44][C:45]([CH3:46])=[O:47].[CH:28]([CH3:29])([CH3:30])[NH:31][CH2:32][CH2:33][CH2:34][CH:35]=[CH2:36].[Cl:17][C:18](=[O:19])[Cl:20].[ClH:1].[Na+:16].[O-:12][C:13](=[O:14])[OH:15]>>[CH3:2][O:3][C:4]([CH:5]([NH:6][C:13](=[O:15])[N:31]([CH:28]([CH3:29])[CH3:30])[CH2:32][CH2:33][CH2:34][CH:35]=[CH2:36])[C:7]([CH3:8])([CH3:9])[CH3:10])=[O:11].